From a dataset of the Open Reaction Database (ORD), a public repository of structured organic reaction records. describe an organic reaction: reactants, conditions, products, and yield Starting materials: CCOC(C)=O, O=C(NCC(O)C1CC1)c1ccc(N2CCN(C(=O)c3ccccc3C(F)(F)F)CC2)nn1. The product is O=C(NCC(=O)C1CC1)c1ccc(N2CCN(C(=O)c3ccccc3C(F)(F)F)CC2)nn1. Reaction SMILES: [CH3:34][CH2:35][O:36][C:37](=[O:38])[CH3:39].[CH:1]1([CH:4]([CH2:5][NH:6][C:7](=[O:8])[c:9]2[n:10][n:11][c:12]([N:15]3[CH2:16][CH2:17][N:18]([C:21]([c:22]4[c:23]([C:28]([F:29])([F:30])[F:31])[cH:24][cH:25][cH:26][cH:27]4)=[O:32])[CH2:19][CH2:20]3)[cH:13][cH:14]2)[OH:33])[CH2:2][CH2:3]1>>[CH:1]1([C:4]([CH2:5][NH:6][C:7](=[O:8])[c:9]2[n:10][n:11][c:12]([N:15]3[CH2:16][CH2:17][N:18]([C:21]([c:22]4[c:23]([C:28]([F:29])([F:30])[F:31])[cH:24][cH:25][cH:26][cH:27]4)=[O:32])[CH2:19][CH2:20]3)[cH:13][cH:14]2)=[O:33])[CH2:2][CH2:3]1. Reaction SMILES: [C:1]([CH2:3][C:4](O)=[O:5])#[N:2].[CH:7]1([NH:10][C:11]([NH2:13])=[O:12])[CH2:9][CH2:8]1>C(OC(=O)C)(=O)C>[NH2:2][C:1]1[N:10]([CH:7]2[CH2:9][CH2:8]2)[C:11](=[O:12])[NH:13][C:4](=[O:5])[CH:3]=1. The reactants are C(#N)CC(=O)O (cyanoacetic acid), C1(CC1)NC(=O)N (cyclopropylurea). Procedure details: To a solution of 64 g (0.75 mol) cyanoacetic acid and 250 ml of acetic anhydride was added 70 g (0.7 mol) of cyclopropylurea. The solution was stirred at 60°-70° C. for 2 hours. After cooling white crystals were filtered off and washed with ethanol. Yield 76.7 g (66%) (I). This was suspended in 200 ml of hot water and 55 ml of 5N NaOH was added in portions so the solution the whole time was basic. The reaction mixture was refluxed for 20 minutes and then neutralized with 5N HCl. After cooling, w... Reaction conditions: time 2 hour. Solvent: C(C)(=O)OC(C)=O (acetic anhydride). Yields the product NC1=CC(NC(N1C1CC1)=O)=O (6-amino-1-cyclopropyl-2,4-(1H,3H)-pyrimidinedione). Starting materials: CCO, Cc1c(C(=O)NN2CCCCC2)nc(-c2ccccc2Cl)n1-c1ccc([N+](=O)[O-])cc1. Product: Cc1c(C(=O)NN2CCCCC2)nc(-c2ccccc2Cl)n1-c1ccc(N)cc1. As a reaction SMILES: [CH3:32][CH2:33][OH:34].[Cl:1][c:2]1[c:3](-[c:8]2[n:9](-[c:23]3[cH:24][cH:25][c:26]([N+:29]([O-:30])=[O:31])[cH:27][cH:28]3)[c:10]([CH3:22])[c:11]([C:13](=[O:14])[NH:15][N:16]3[CH2:17][CH2:18][CH2:19][CH2:20][CH2:21]3)[n:12]2)[cH:4][cH:5][cH:6][cH:7]1>>[Cl:1][c:2]1[c:3](-[c:8]2[n:9](-[c:23]3[cH:24][cH:25][c:26]([NH2:29])[cH:27][cH:28]3)[c:10]([CH3:22])[c:11]([C:13](=[O:14])[NH:15][N:16]3[CH2:17][CH2:18][CH2:19][CH2:20][CH2:21]3)[n:12]2)[cH:4][cH:5][cH:6][cH:7]1. Starting materials: CCCCCCCCCCCCCCCC(=O)OCC(COC(=O)CCCCCCCCCCCCCCC)OC(=O)CCCC(=O)O, C1CCCCC1, Oc1cc(Cl)ccc1Oc1ccc(Cl)cc1Cl, O=S(Cl)Cl, c1ccncc1. Yields the product CCCCCCCCCCCCCCCC(=O)OCC(COC(=O)CCCCCCCCCCCCCCC)OC(=O)CCCC(=O)Oc1cc(Cl)ccc1Oc1ccc(Cl)cc1Cl. RXN SMILES: [C:7]([CH2:8][CH2:9][CH2:10][C:11](=[O:12])[OH:13])(=[O:14])[O:15][CH:16]([CH2:17][O:18][C:19]([CH2:20][CH2:21][CH2:22][CH2:23][CH2:24][CH2:25][CH2:26][CH2:27][CH2:28][CH2:29][CH2:30][CH2:31][CH2:32][CH2:33][CH3:34])=[O:35])[CH2:36][O:37][C:38]([CH2:39][CH2:40][CH2:41][CH2:42][CH2:43][CH2:44][CH2:45][CH2:46][CH2:47][CH2:48][CH2:49][CH2:50][CH2:51][CH2:52][CH3:53])=[O:54].[CH2:76]1[CH2:77][CH2:78][CH2:79][CH2:80][CH2:81]1.[OH:59][c:60]1[cH:61][c:62]([Cl:63])[cH:64][cH:65][c:66]1[O:67][c:68]1[cH:69][cH:70][c:71]([Cl:72])[cH:73][c:74]1[Cl:75].[S:55]([Cl:56])([Cl:57])=[O:58].[cH:1]1[cH:2][cH:3][n:4][cH:5][cH:6]1>>[C:7]([CH2:8][CH2:9][CH2:10][C:11](=[O:12])[O:13][c:60]1[cH:61][c:62]([Cl:63])[cH:64][cH:65][c:66]1[O:67][c:68]1[cH:69][cH:70][c:71]([Cl:72])[cH:73][c:74]1[Cl:75])(=[O:14])[O:15][CH:16]([CH2:17][O:18][C:19]([CH2:20][CH2:21][CH2:22][CH2:23][CH2:24][CH2:25][CH2:26][CH2:27][CH2:28][CH2:29][CH2:30][CH2:31][CH2:32][CH2:33][CH3:34])=[O:35])[CH2:36][O:37][C:38]([CH2:39][CH2:40][CH2:41][CH2:42][CH2:43][CH2:44][CH2:45][CH2:46][CH2:47][CH2:48][CH2:49][CH2:50][CH2:51][CH2:52][CH3:53])=[O:54]. Starting materials: C(C1=CC=CC=C1)OC1=C(C=C(C=C1)C(C)=O)CS(=O)(=O)C (4'-benzyloxy-3'-methylsulfonylmethylacetophenone), N1C(CCC1)=O (2-pyrrolidinone), pyrrolidinone hydrotribromide. Solvent: O1CCCC1 (tetrahydrofuran). Yields the product C(C1=CC=CC=C1)OC1=C(C=C(C=C1)C(CBr)=O)CS(=O)(=O)C (4'-benzyloxy-2-bromo-3'-methylsulfonylmethylacetophenone). RXN SMILES: [CH2:1]([O:8][C:9]1[CH:14]=[CH:13][C:12]([C:15](=[O:17])[CH3:16])=[CH:11][C:10]=1[CH2:18][S:19]([CH3:22])(=[O:21])=[O:20])[C:2]1[CH:7]=[CH:6][CH:5]=[CH:4][CH:3]=1.N1CCCC1=O.C1CNC(=O)C1.[Br:35][Br-]Br>O1CCCC1>[CH2:1]([O:8][C:9]1[CH:14]=[CH:13][C:12]([C:15](=[O:17])[CH2:16][Br:35])=[CH:11][C:10]=1[CH2:18][S:19]([CH3:22])(=[O:20])=[O:21])[C:2]1[CH:3]=[CH:4][CH:5]=[CH:6][CH:7]=1 |f:2.3|. Procedure: To a stirred solution of 7.7 g. of 4'-benzyloxy-3'-methylsulfonylmethylacetophenone and 2.15 g. of 2-pyrrolidinone in 300 ml. of tetrahydrofuran is added 12.5 g. of pyrrolidinone hydrotribromide (PHT) and the stirring is continued for 56 hours at room temperature. The mixture is filtered and the filtrate concentrated in vacuo to give an oil which crystallizes upon standing. The crystals are redissolved in chloroform. The chloroform solution is washed with water, dried and concentrated to yield a...